Task: describe an organic reaction: reactants, conditions, products, and yield. Dataset: the Open Reaction Database (ORD), a public repository of structured organic reaction records The reactants are O.O.O.O.O.[O-][Si](=O)[O-].[Na+].[Na+] (sodium metasilicate pentahydrate), C1(=CC=CC=C1)O (phenol), [Si](Cl)(Cl)(Cl)Cl (silicon tetrachloride). Run at time 1.5 hour. The product is Cl[Si].C1(=CC=CC=C1)O (phenol chlorosilicon). RXN SMILES: O.O.O.O.O.[O-][Si]([O-])=O.[Na+].[Na+].[C:12]1([OH:18])[CH:17]=[CH:16][CH:15]=[CH:14][CH:13]=1.[Si:19](Cl)(Cl)(Cl)[Cl:20]>>[Cl:20][Si:19].[C:12]1([OH:18])[CH:17]=[CH:16][CH:15]=[CH:14][CH:13]=1 |f:0.1.2.3.4.5.6.7,10.11|. Reported procedure: About 0.5 mol of fine granular sodium metasilicate pentahydrate, 0.5 mol of phenol and 1 mol of silicon tetrachloride are slowly added while agitating at ambient temperature and pressure for 1 to 2 hours; the reaction is complete in 2 to 8 hours, thereby producing white granules of phenol chlorosilicon acid resinous product and sodium chloride. To this resinous product, 1 mol of a nitrile, acetonitrile, is added while agitating and keeping the temperature below the boiling temperature of the mix... Starting materials: ClC1=CC=C(C=C1)[C@@H]1N=C(N([C@@H]1C1=CC=C(C=C1)Cl)C(=O)Cl)C=1SC=CC1OCC ((4S,5R)-4,5-Bis-(4-chloro-phenyl)-2-(3-ethoxy-thiophen-2-yl)-4,5-dihydro-imidazole-1-carbonyl chloride), Cl.Cl.CS(=O)(=O)CCN1CCNCC1 (1-(2-methanesulfonylethyl)piperazine dihydrochloride). Yields the product ClC1=CC=C(C=C1)[C@@H]1N=C(N([C@@H]1C1=CC=C(C=C1)Cl)C(=O)N1CCN(CC1)CCS(=O)(=O)C)C=1SC=CC1OCC ([(4S,5R)-4,5-bis-(4-chloro-phenyl)-2-(3-ethoxy-thiophen-2-yl)-4,5-dihydro-imidazol-1-yl]-[4-(2-methanesulfonyl-ethyl)-piperazin-1-yl]-methanone). RXN SMILES: [Cl:1][C:2]1[CH:7]=[CH:6][C:5]([C@H:8]2[C@@H:12]([C:13]3[CH:18]=[CH:17][C:16]([Cl:19])=[CH:15][CH:14]=3)[N:11]([C:20](Cl)=[O:21])[C:10]([C:23]3[S:24][CH:25]=[CH:26][C:27]=3[O:28][CH2:29][CH3:30])=[N:9]2)=[CH:4][CH:3]=1.Cl.Cl.[CH3:33][S:34]([CH2:37][CH2:38][N:39]1[CH2:44][CH2:43][NH:42][CH2:41][CH2:40]1)(=[O:36])=[O:35]>>[Cl:1][C:2]1[CH:7]=[CH:6][C:5]([C@H:8]2[C@@H:12]([C:13]3[CH:14]=[CH:15][C:16]([Cl:19])=[CH:17][CH:18]=3)[N:11]([C:20]([N:42]3[CH2:41][CH2:40][N:39]([CH2:38][CH2:37][S:34]([CH3:33])(=[O:35])=[O:36])[CH2:44][CH2:43]3)=[O:21])[C:10]([C:23]3[S:24][CH:25]=[CH:26][C:27]=3[O:28][CH2:29][CH3:30])=[N:9]2)=[CH:4][CH:3]=1 |f:1.2.3|. Reported procedure: 2-{4-[(4S,5R)-4,5-Bis-(4-chloro-phenyl)-2-(3-ethoxy-thiophen-2-yl)-4,5-dihydro-imidazole-1-carbonyl chloride was reacted with 1-(2-methanesulfonylethyl)piperazine dihydrochloride (example 3) to give [(4S,5R)-4,5-bis-(4-chloro-phenyl)-2-(3-ethoxy-thiophen-2-yl)-4,5-dihydro-imidazol-1-yl]-[4-(2-methanesulfonyl-ethyl)-piperazin-1-yl]-methanone in an analogous manner as described in example 1. LR-MS: 635.1 [(M+H)+]. Reactants: CC(C)(C#N)C(NS(=O)C(C)(C)C)C1CC1, CO, Cl, C1COCCO1. The product is CC(C)(C#N)C(N)C1CC1, Cl. RXN SMILES: [C:1](#[N:2])[C:3]([CH:4]([CH:5]1[CH2:6][CH2:7]1)[NH:8][S:9]([C:10]([CH3:11])([CH3:12])[CH3:13])=[O:14])([CH3:15])[CH3:16].[CH3:24][OH:25].[ClH:17].[O:18]1[CH2:19][CH2:20][O:21][CH2:22][CH2:23]1>>[C:1](#[N:2])[C:3]([CH:4]([CH:5]1[CH2:6][CH2:7]1)[NH2:8])([CH3:15])[CH3:16].[ClH:17]. Reactants: COCCOC=1C=C(C(C(=O)OCC)=CC1OCCOC)N (ethyl 4,5-bis(2-methoxyethoxy)anthranilate), C(OC)([O-])[O-] (methyl orthoformate), C(C)(=O)[O-].[NH4+] (ammonium acetate). The solvent is CO (methanol). Reaction conditions: time 6 hour. Yields the product COCCOC=1C=C2C(NC=NC2=CC1OCCOC)=O (6,7-bis(2-methoxyethoxy)quinazolin-4-one). The yield is 89.6%. As a reaction SMILES: [CH3:1][O:2][CH2:3][CH2:4][O:5][C:6]1[CH:7]=[C:8]([NH2:22])[C:9](=[CH:15][C:16]=1[O:17][CH2:18][CH2:19][O:20][CH3:21])[C:10](OCC)=[O:11].[CH:23]([O-])([O-])OC.C([O-])(=O)C.[NH4+:32]>CO>[CH3:21][O:20][CH2:19][CH2:18][O:17][C:16]1[CH:15]=[C:9]2[C:8](=[CH:7][C:6]=1[O:5][CH2:4][CH2:3][O:2][CH3:1])[N:22]=[CH:23][NH:32][C:10]2=[O:11] |f:2.3|. Reported procedure: In a 10-mL volume stainless steel pressure-resistant vessel were placed 1.02 g (3.3 mmol) of ethyl 4,5-bis(2-methoxyethoxy)anthranilate, 0.96 g (9.1 mmol) of methyl orthoformate, 0.69 g (9.1 mmol) of ammonium acetate, and 5.0 mL of methanol. The reaction was carried out at 110° C. for 6 hours. After the reaction was complete, the reaction mixture was cooled to room temperature and concentrated under reduced pressure. Then, the concentrate was recrystallized from 20 mL of methanol. The crystallin... Starting materials: ClC(c1ccccc1)(c1ccccc1)c1ccccc1, CCOC(C)=O, CCOC(=O)c1[nH]cnc1C, [H-], [Na+], C1CCOC1. Yields the product CCOC(=O)c1ncn(C(c2ccccc2)(c2ccccc2)c2ccccc2)c1C. Reaction SMILES: [C:14]([c:15]1[cH:16][cH:17][cH:18][cH:19][cH:20]1)([c:21]1[cH:22][cH:23][cH:24][cH:25][cH:26]1)([c:27]1[cH:28][cH:29][cH:30][cH:31][cH:32]1)[Cl:33].[CH3:39][CH2:40][O:41][C:42](=[O:43])[CH3:44].[CH3:3][c:4]1[n:5][cH:6][nH:7][c:8]1[C:9](=[O:10])[O:11][CH2:12][CH3:13].[H-:1].[Na+:2].[O:34]1[CH2:35][CH2:36][CH2:37][CH2:38]1>>[CH3:3][c:4]1[n:5]([C:14]([c:15]2[cH:16][cH:17][cH:18][cH:19][cH:20]2)([c:21]2[cH:22][cH:23][cH:24][cH:25][cH:26]2)[c:27]2[cH:28][cH:29][cH:30][cH:31][cH:32]2)[cH:6][n:7][c:8]1[C:9](=[O:10])[O:11][CH2:12][CH3:13]. The reactants are C1(=CC=CC=C1)OC (anisole), C(#N)C1(CCCCC1)CC(=O)OC(C)(C)C ((1-cyanocyclohexyl)acetic acid, t-butyl ester). Run in FC(C(=O)O)(F)F (trifluoroacetic acid). Yields the product C(#N)C1(CCCCC1)CC(=O)O ((1-Cyanocyclohexyl)acetic Acid). As a reaction SMILES: C1(OC)C=CC=CC=1.[C:9]([C:11]1([CH2:17][C:18]([O:20]C(C)(C)C)=[O:19])[CH2:16][CH2:15][CH2:14][CH2:13][CH2:12]1)#[N:10]>FC(F)(F)C(O)=O>[C:9]([C:11]1([CH2:17][C:18]([OH:20])=[O:19])[CH2:16][CH2:15][CH2:14][CH2:13][CH2:12]1)#[N:10]. Procedure details: To a solution of 2.4 mL (2.4 g, 22 mmol) of anisole in 50 mL of trifluoroacetic acid is added 5.00 g (22.4 mmol) of (1-cyanocyclohexyl)acetic acid, t-butyl ester. The reaction is monitored (TLC) for the loss of starting material and when the reaction is complete it is concentrated under reduced pressure. Water (˜10 mL) is added to the residue and the mixture is adjusted to pH=10-12 with base (NaOH). The basic aqueous layer is extracted with a suitable organic solvent (EtOAc) to remove impurities... Starting materials: BrCC=1C(=NOC1C1CC1)C1=C(C=CC=C1Cl)Cl (4-Bromomethyl-5-cyclopropyl-3-(2,6-dichloro-phenyl)-isoxazole), C(C)(C)(C)OC(=O)N1CCC(CCC1)O (4-hydroxy-azepane-1-carboxylic acid tert-butyl ester), C1COCCOCCOCCOCCOCCO1 (18-crown-6), CC(C)([O-])C.[K+] (potassium tert-butoxide). Solvent: O1CCCC1 (tetrahydrofuran), O1CCCC1 (tetrahydrofuran), O (Water). Product: C(C)(C)(C)OC(=O)N1CCC(CCC1)OCC=1C(=NOC1C1CC1)C1=C(C=CC=C1Cl)Cl (4-[5-Cyclopropyl-3-(2,6-dichloro-phenyl)-isoxazol-4-ylmethoxy]-azepane-1-carboxylic acid tert-butyl ester). Procedure details: To a solution of 36.11 g (167.7 mmol) of 4-hydroxy-azepane-1-carboxylic acid tert-butyl ester in 300 mL of tetrahydrofuran at 0° C. (ice bath), 18-crown-6 (63.43 g, 237.58 mmol) and potassium tert-butoxide (28.06 g, 250.04 mmol) are added. The resulting mixture is stirred for 20 min at room temperature under nitrogen, followed by addition of a solution of 48.5 g (139.75 mmol) of 4-Bromomethyl-5-cyclopropyl-3-(2,6-dichloro-phenyl)-isoxazole in 100 mL tetrahydrofuran over a 1 hour period. The resu... Yield: 83.2%. As a reaction SMILES: [C:1]([O:5][C:6]([N:8]1[CH2:14][CH2:13][CH2:12][CH:11]([OH:15])[CH2:10][CH2:9]1)=[O:7])([CH3:4])([CH3:3])[CH3:2].C1OCCOCCOCCOCCOCCOC1.CC(C)([O-])C.[K+].Br[CH2:41][C:42]1[C:43]([C:50]2[C:55]([Cl:56])=[CH:54][CH:53]=[CH:52][C:51]=2[Cl:57])=[N:44][O:45][C:46]=1[CH:47]1[CH2:49][CH2:48]1>O1CCCC1.O>[C:1]([O:5][C:6]([N:8]1[CH2:14][CH2:13][CH2:12][CH:11]([O:15][CH2:41][C:42]2[C:43]([C:50]3[C:51]([Cl:57])=[CH:52][CH:53]=[CH:54][C:55]=3[Cl:56])=[N:44][O:45][C:46]=2[CH:47]2[CH2:49][CH2:48]2)[CH2:10][CH2:9]1)=[O:7])([CH3:4])([CH3:2])[CH3:3] |f:2.3|. Run at time 20 minute. Reactants: C([O-])(O)=O.[Na+] (sodium bicarbonate), ClC1=CC(=CC=C1)C(=O)OO (m-chloroperbenzoic acid), CC(=CCCC(CC(=O)OCC)=O)CCC=C(C)C (ethyl 7,11-dimethyl- 3-oxo-6,10-dodecadienoate). The solvent is C(Cl)Cl (methylene chloride), C(Cl)Cl (methylene chloride). Reaction conditions: temperature -50 celsius, time 1 hour. Product: O1C(CCC(=CCCC(CC(=O)OCC)=O)C)C1(C)C (ethyl 10-epoxy-7,11-dimethyl-3-oxo- 6-dodecenoate). The yield is 57.6%. RXN SMILES: ClC1C=CC=C(C(OO)=[O:9])C=1.[CH3:12][C:13]([CH2:25][CH2:26][CH:27]=[C:28]([CH3:30])[CH3:29])=[CH:14][CH2:15][CH2:16][C:17](=[O:24])[CH2:18][C:19]([O:21][CH2:22][CH3:23])=[O:20].C(=O)(O)[O-].[Na+]>C(Cl)Cl>[O:9]1[C:28]([CH3:29])([CH3:30])[CH:27]1[CH2:26][CH2:25][C:13]([CH3:12])=[CH:14][CH2:15][CH2:16][C:17](=[O:24])[CH2:18][C:19]([O:21][CH2:22][CH3:23])=[O:20] |f:2.3|. Procedure: A solution of 2.59 g of m-chloroperbenzoic acid in 50 ml of methylene chloride was added to a solution of 3.6 g of the product of Step A in 50 ml of methylene chloride cooled to -50° C. and the mixture was held at -5° C. for 1 hour and was then poured into a saturated aqueous sodium bicarbonate solution. The organic phase was decanted and the aqueous phase was extracted with methylene chloride. The organic extracts were washed with water, dried over sodium sulfate and evaporated to dryness. The ... The reactants are Br, CC1CC(C)(C)CC(C#N)(NNC(C)(C)C)C1. Yields the product CC1CC(C)(C)CC(C#N)(N=NC(C)(C)C)C1. As a reaction SMILES: [Br:1].[C:2]([CH3:3])([CH3:4])([CH3:5])[NH:6][NH:7][C:8]1([C:17]#[N:18])[CH2:9][C:10]([CH3:15])([CH3:16])[CH2:11][CH:12]([CH3:14])[CH2:13]1>>[C:2]([CH3:3])([CH3:4])([CH3:5])[N:6]=[N:7][C:8]1([C:17]#[N:18])[CH2:9][C:10]([CH3:15])([CH3:16])[CH2:11][CH:12]([CH3:14])[CH2:13]1. Starting materials: O1CCOC12CCNCC2 (1,4-dioxa-8-azaspiro(4,5)decane), C([O-])([O-])=O.[Na+].[Na+] (sodium carbonate), C(#N)C1=CC=C(C=C1)S(=O)(=O)Cl (4-cyanobenzenesulfonyl chloride). The solvent is C(Cl)Cl (DCM), C(Cl)Cl (DCM). Run at time 45 minute. The product is O1CCOC12CCN(CC2)S(=O)(=O)C2=CC=C(C#N)C=C2 (4-(1,4-dioxa-8-azaspiro[4.5]dec-8-ylsulfonyl)benzonitrile). Yield: 93.1%. As a reaction SMILES: [O:1]1[C:5]2([CH2:10][CH2:9][NH:8][CH2:7][CH2:6]2)[O:4][CH2:3][CH2:2]1.C(=O)([O-])[O-].[Na+].[Na+].[C:17]([C:19]1[CH:24]=[CH:23][C:22]([S:25](Cl)(=[O:27])=[O:26])=[CH:21][CH:20]=1)#[N:18]>C(Cl)Cl>[O:1]1[C:5]2([CH2:10][CH2:9][N:8]([S:25]([C:22]3[CH:21]=[CH:20][C:19]([C:17]#[N:18])=[CH:24][CH:23]=3)(=[O:27])=[O:26])[CH2:7][CH2:6]2)[O:4][CH2:3][CH2:2]1 |f:1.2.3|. Procedure details: 1,4-dioxa-8-azaspiro(4,5)decane (20.0 g, 0.14 mol), DCM (300 ml) and 1N aqueous sodium carbonate solution (200 ml) were charged to a flask and cooled to <10° C. A solution of 4-cyanobenzenesulfonyl chloride (26.8 g, 0.133 mol) in DCM (100 ml) was added dropwise, maintaining the temperature below 10° C. (typically addition takes 40-50 min). Cooling was removed and stirring at room temp continued for 2 h. The layers were separated, the organic layer was washed with water (2×100 ml) and concentrate...